This data is from the Open Reaction Database (ORD), a public repository of structured organic reaction records. The task is: describe an organic reaction: reactants, conditions, products, and yield As a reaction SMILES: [CH2:12]1[O:13][CH2:14][CH2:15][CH2:16]1.[H:10][H:11].[O:1]=[C:2]1[C:3](=[O:4])[O:5][CH2:6][C:7]1([CH3:8])[CH3:9]>>[OH:1][CH:2]1[C:3](=[O:4])[O:5][CH2:6][C:7]1([CH3:8])[CH3:9]. Product: CC1(C)COC(=O)C1O. Starting materials: C1CCOC1, [H][H], CC1(C)COC(=O)C1=O.